From a dataset of the Open Reaction Database (ORD), a public repository of structured organic reaction records. describe an organic reaction: reactants, conditions, products, and yield Reactants: CC=1C(=NC=C(N1)C(F)(F)F)N[C@@H]1[C@H](CCC1)NC(=O)C1=NC=CC=C1N1N=CC=N1 (N-[(1S,2S)-2-{[3-Methyl-5-(trifluoromethyl)pyrazin-2-yl]amino}cyclopentyl]-3-(2H-1,2,3-triazol-2-yl)pyridine-2-carboxamide), FC=1C=CC(=C(C(=O)O)C1)C1=NC=CC=N1 (5-fluoro-2-(pyrimidin-2-yl)benzoic acid), Cl.CN([C@@H]1[C@H](CCC1)N)C1=NC=C(N=C1)C(F)(F)F ((1S,2S)-1-N-methyl-1-N-[5-(trifluoromethyl)pyrazin-2-yl]cyclopentane-1,2-diamine hydrochloride), Cl.CN([C@@H]1[C@H](CCC1)N)C1=NC=C(N=C1)C(F)(F)F ((1S,2S)-1-N-methyl-1-N-[5-(trifluoromethyl)pyrazin-2-yl]cyclopentane-1,2-diamine hydrochloride). Product: FC=1C=CC(=C(C(=O)N[C@@H]2[C@H](CCC2)NC2=NC=C(N=C2C)C(F)(F)F)C1)C1=NC=CC=N1 (5-Fluoro-N-[(1S,2S)-2-{[3-methyl-5-(trifluoromethyl)pyrazin-2-yl]amino}cyclopentyl]-2-(pyrimidin-2-yl)benzamide). Reaction SMILES: [CH3:1][C:2]1[C:3]([NH:12][C@H:13]2[CH2:17][CH2:16][CH2:15][C@@H:14]2[NH:18][C:19](C2C(N3N=CC=N3)=CC=CN=2)=[O:20])=[N:4][CH:5]=[C:6]([C:8]([F:11])([F:10])[F:9])[N:7]=1.Cl.CN(C1C=NC(C(F)(F)F)=CN=1)[C@H]1CCC[C@@H]1N.[F:51][C:52]1[CH:53]=[CH:54][C:55]([C:61]2[N:66]=[CH:65][CH:64]=[CH:63][N:62]=2)=[C:56]([CH:60]=1)C(O)=O>>[F:51][C:52]1[CH:60]=[CH:56][C:55]([C:61]2[N:62]=[CH:63][CH:64]=[CH:65][N:66]=2)=[C:54]([CH:53]=1)[C:19]([NH:18][C@H:14]1[CH2:15][CH2:16][CH2:17][C@@H:13]1[NH:12][C:3]1[C:2]([CH3:1])=[N:7][C:6]([C:8]([F:10])([F:9])[F:11])=[CH:5][N:4]=1)=[O:20] |f:1.2|. Reported procedure: Prepared according to the procedure for N-[(1S,2S)-2-{ [3-methyl-5-(trifluoromethyl)pyrazin-2-yl]amino}cyclopentyl]-3-(2H-1,2,3-triazol-2-yl)pyridine-2-carboxamide (Example 76) from (1S,2S)-1-N-methyl-1-N-[5-(trifluoromethyl)pyrazin-2-yl]cyclopentane-1,2-diamine hydrochloride (Intermediate 23; 60 mg, 0.20 mmol) and 5-fluoro-2-(pyrimidin-2-yl)benzoic acid (CAS number 1293284-57-7; 41 mg, 0.20 mmol) except this was purified only by column chromatography (silica, 0 to 100% ethyl acetate/petrol) to ...